Dataset: the Open Reaction Database (ORD), a public repository of structured organic reaction records. Task: describe an organic reaction: reactants, conditions, products, and yield Procedure: A mixture of 5 g (0.017 mole) of 3-oxo-3-(6-methylergolin-8β-yl)-propionaldehyde in 100 ml of glacial acetic acid and 5 g of hydroxylamine hydrochloride was stirred for 20 hours at room temperature and then poured in ice-cold water. After basification with ammonium hydroxide, the solid which separated was filtered and dissolved in ethyl acetate. The organic solution was washed with brine, dried and the solvent was removed, and the residue was crystallized twice from acetone affording the title c... Starting materials: O=C(CC=O)[C@H]1CN([C@@H]2CC3=CNC4=CC=CC([C@H]2C1)=C34)C (3-oxo-3-(6-methylergolin-8β-yl)-propionaldehyde), Cl.NO (hydroxylamine hydrochloride). As a reaction SMILES: [O:1]=[C:2]([C@@H:6]1[CH2:20][C@H:19]2[C@@H:9]([CH2:10][C:11]3[C:21]4[C:14](=[CH:15][CH:16]=[CH:17][C:18]2=4)[NH:13][CH:12]=3)[N:8]([CH3:22])[CH2:7]1)[CH2:3][CH:4]=O.Cl.[NH2:24]O>C(O)(=O)C>[CH3:22][N:8]1[C@H:9]2[C@@H:19]([C:18]3[CH:17]=[CH:16][CH:15]=[C:14]4[C:21]=3[C:11]([CH2:10]2)=[CH:12][NH:13]4)[CH2:20][C@@H:6]([C:2]2[O:1][N:24]=[CH:4][CH:3]=2)[CH2:7]1 |f:1.2|. Run in C(C)(=O)O (acetic acid). Reaction conditions: time 20 hour. The product is CN1C[C@@H](C[C@@H]2C=3C=CC=C4NC=C(C[C@@H]12)C34)C3=CC=NO3 (6-Methyl-8β-(isoxazol-5-yl)-ergoline).